This data is from the Open Reaction Database (ORD), a public repository of structured organic reaction records. The task is: describe an organic reaction: reactants, conditions, products, and yield Starting materials: N (NH3), [Na+].[Cl-] (NaCl), ClCC1CNC=2C=C(C3=C(C12)C=C(C=C3)C(=O)O)[N+](=O)[O-] (1-(chloromethyl)-5-nitro-1,2-dihydro-3H-benzo[e]indole-8-carboxylic acid), CN(CCN)C (N,N-dimethyl-1,2-ethanediamine), C(#N)P(OCC)(OCC)=O (diethyl cyanophosphonate). The solvent is CN(C)C=O (DMF). Yields the product ClCC1CNC=2C=C(C3=C(C12)C=C(C=C3)C(=O)NCCN(C)C)[N+](=O)[O-] (1-(chloromethyl)-N-[2-(dimethylamino)ethyl]-5-nitro-1,2-dihydro-3H-benzo[e]indole-8-carboxamide). The yield is 59.9%. As a reaction SMILES: [Cl:1][CH2:2][CH:3]1[C:11]2[C:10]3[CH:12]=[C:13]([C:16]([OH:18])=O)[CH:14]=[CH:15][C:9]=3[C:8]([N+:19]([O-:21])=[O:20])=[CH:7][C:6]=2[NH:5][CH2:4]1.[CH3:22][N:23]([CH3:27])[CH2:24][CH2:25][NH2:26].C(P(=O)(OCC)OCC)#N.N.[Na+].[Cl-]>CN(C=O)C>[Cl:1][CH2:2][CH:3]1[C:11]2[C:10]3[CH:12]=[C:13]([C:16]([NH:26][CH2:25][CH2:24][N:23]([CH3:27])[CH3:22])=[O:18])[CH:14]=[CH:15][C:9]=3[C:8]([N+:19]([O-:21])=[O:20])=[CH:7][C:6]=2[NH:5][CH2:4]1 |f:4.5|. Procedure: A stirred solution of 187 (120 mg, 0.39 mmol) in dry DMF (1.5 mL) was treated at 0° C. with N,N-dimethyl-1,2-ethanediamine (107 μL, 0.97 mmol), followed by the dropwise addition of diethyl cyanophosphonate (128 μL, 93%, 0.78 mmol). The mixture was warmed to room temperature for 45 min, then poured into dilute aqueous NH3 saturated with NaCl. The resulting solid was collected, washed with water and recrystallised twice from CH2Cl2/i-Pr2O to give 1-(chloromethyl)-N-[2-(dimethylamino)ethyl]-5-nitro... Starting materials: BrCCC1OCCO1, [Cl-], [Cl-], [Cl-], [Cu]Br, [Mg+2], [Mg], [NH4+], C1CCOC1, O, Cc1ccc(C(=O)Cl)cc1. Yields the product Cc1ccc(C(=O)CCC2OCCO2)cc1. As a reaction SMILES: [Br:1][CH2:2][CH2:3][CH:4]1[O:5][CH2:6][CH2:7][O:8]1.[Cl-:10].[Cl-:12].[Cl-:23].[Cu:30][Br:31].[Mg+2:11].[Mg:9].[NH4+:24].[O:25]1[CH2:26][CH2:27][CH2:28][CH2:29]1.[OH2:32].[c:13]1([CH3:22])[cH:14][cH:15][c:16]([C:19](=[O:20])[Cl:21])[cH:17][cH:18]1>>[CH2:2]([CH2:3][CH:4]1[O:5][CH2:6][CH2:7][O:8]1)[C:19]([c:16]1[cH:15][cH:14][c:13]([CH3:22])[cH:18][cH:17]1)=[O:20]. Starting materials: C(C)(=O)OCC (ethyl acetate), C(C)(C)NC(C)C (diisopropylamine), [Li]CCCC (n-BuLi), hexanes, N12CC(C(CC1)C2)=O (1-azabicyclo[2.2.1]heptan-3-one). Solvent: O1CCCC1 (tetrahydrofuran), O1CCCC1 (tetrahydrofuran). Yields the product C(C)OC(CC1(CN2CCC1C2)O)=O (3-Hydroxy-1-azabicyclo[2.2.1]hept-3-yl acetic acid ethyl ester). As a reaction SMILES: C(NC(C)C)(C)C.[Li]CCCC.[C:13]([O:16][CH2:17][CH3:18])(=[O:15])[CH3:14].[N:19]12[CH2:25][CH:22]([CH2:23][CH2:24]1)[C:21](=[O:26])[CH2:20]2>O1CCCC1>[CH2:17]([O:16][C:13](=[O:15])[CH2:14][C:21]1([OH:26])[CH:22]2[CH2:25][N:19]([CH2:24][CH2:23]2)[CH2:20]1)[CH3:18]. Procedure details: To a cooled (-78° C.) solution of diisopropylamine (2.65 ml. 0.0203 moles) in tetrahydrofuran (150 ml) was added 2.5M n-BuLi in hexanes (8.1 ml. 0.0203 moles) dropwise over one minute. After ten minutes, ethyl acetate (1.97 ml. 0.0203 moles) was added dropwise over one minute. After a further ten minutes, 1-azabicyclo[2.2.1]heptan-3-one (1.5 g, 0.0135 moles, prepared by the method of J Chem Soc, Chem Commun, 1618, 1988) in tetrahydrofuran (25 ml) was added dropwise over five minutes. After twent... Starting materials: [Li+].[OH-] (LiOH), C(C)NC(=O)NC1=CC(=C(C=N1)C=1C=NC=C(C1)C(=O)OCC)C=1SC=C(N1)C1=CC=CC=C1 (Ethyl 6′-{[(ethylamino)carbonyl]amino}-4′-(4-phenyl-1,3-thiazol-2-yl)-3,3′-bipyridine-5-carboxylate), C(C)#N (acetonitrile). Run in C1CCOC1 (THF). The product is C(C)NC(=O)NC1=CC(=C(C=N1)C=1C=NC=C(C1)C(=O)O)C=1SC=C(N1)C1=CC=CC=C1 (6′-{[(Ethylamino)carbonyl]amino}-4′-(4-phenyl-1,3-thiazol-2-yl)-3,3′-bipyridine-5-carboxylic acid). The yield is 31.0%. As a reaction SMILES: [CH2:1]([NH:3][C:4]([NH:6][C:7]1[N:12]=[CH:11][C:10]([C:13]2[CH:14]=[N:15][CH:16]=[C:17]([C:19]([O:21]CC)=[O:20])[CH:18]=2)=[C:9]([C:24]2[S:25][CH:26]=[C:27]([C:29]3[CH:34]=[CH:33][CH:32]=[CH:31][CH:30]=3)[N:28]=2)[CH:8]=1)=[O:5])[CH3:2].[Li+].[OH-].C(#N)C>C1COCC1>[CH2:1]([NH:3][C:4]([NH:6][C:7]1[N:12]=[CH:11][C:10]([C:13]2[CH:14]=[N:15][CH:16]=[C:17]([C:19]([OH:21])=[O:20])[CH:18]=2)=[C:9]([C:24]2[S:25][CH:26]=[C:27]([C:29]3[CH:34]=[CH:33][CH:32]=[CH:31][CH:30]=3)[N:28]=2)[CH:8]=1)=[O:5])[CH3:2] |f:1.2|. Procedure: In a 25 mL round-bottomed flask ethyl 6′-{[(ethylamino)carbonyl]amino}-4′-(4-phenyl-1,3-thiazol-2-yl)-3,3′-bipyridine-5-carboxylate (Example 131, 0.20 g, 0.42 mmol) was suspended in THF (3 mL). 1N LiOH (1.20 mL, 1.21 mmol) was added and the solution was stirred at room temperature over night. The solvent was removed and the resulting residue was diluted with water. The pH was adjusted to 4 (pH paper) with 2N HCl. White solids formed. They were trichurated with acetonitrile for 30 minutes and the... The reactants are Cl (hydrochloric acid), O (water), [OH-].[Na+] (NaOH), C(C)OC(C1=CC(=C(C(=C1)OCC)Br)OCCC1=C(C=C(C=C1)Cl)Cl)=O (4-Bromo-3-[2-(2,4-dichlorophenyl)-ethoxy]-5-ethoxy-benzoic acid ethyl ester). Run in O1CCOCC1 (dioxan). Run at temperature 60 celsius, time 16 hour. The product is BrC1=C(C=C(C(=O)O)C=C1OCC)OCCC1=C(C=C(C=C1)Cl)Cl (4-Bromo-3-[2-(2,4-dichlorophenyl)-ethoxy]-5-ethoxy-benzoic acid). RXN SMILES: C([O:3][C:4](=[O:26])[C:5]1[CH:10]=[C:9]([O:11][CH2:12][CH3:13])[C:8]([Br:14])=[C:7]([O:15][CH2:16][CH2:17][C:18]2[CH:23]=[CH:22][C:21]([Cl:24])=[CH:20][C:19]=2[Cl:25])[CH:6]=1)C.O.[OH-].[Na+].Cl>O1CCOCC1>[Br:14][C:8]1[C:9]([O:11][CH2:12][CH3:13])=[CH:10][C:5]([C:4]([OH:26])=[O:3])=[CH:6][C:7]=1[O:15][CH2:16][CH2:17][C:18]1[CH:23]=[CH:22][C:21]([Cl:24])=[CH:20][C:19]=1[Cl:25] |f:2.3|. Reported procedure: 0.21 g (0.47 mmol) of 4-Bromo-3-[2-(2,4-dichlorophenyl)-ethoxy]-5-ethoxy-benzoic acid ethyl ester was dissolved in 6 ml of dioxan. 6 ml of water and 2N aqueous NaOH was added to the solution to give a pH of 13. The reaction solution was heated at 60° C. for 4 h and stirred at room temperature for 16 h. The reaction solution was cooled to 0° C. and concentrated hydrochloric acid was added to give a pH of 1-2, whereupon the product precipitated from solution. The suspension was stirred for 30 min,... Starting materials: COC1=C2C(=CN(C2=CC=C1)CC1=CC=CC=C1)CC(=O)N (4-Methoxy-1-(phenylmethyl)-1H-indole-3-acetamide), B(Br)(Br)Br (BBr3). The product is OC1=C2C(=CN(C2=CC=C1)CC1=CC=CC=C1)CC(=O)N (4-hydroxy-1-(phenylmethyl)-1H-indole-3-acetamide), silica gel. Isolated yield 35.0%. As a reaction SMILES: C[O:2][C:3]1[CH:11]=[CH:10][CH:9]=[C:8]2[C:4]=1[C:5]([CH2:19][C:20]([NH2:22])=[O:21])=[CH:6][N:7]2[CH2:12][C:13]1[CH:18]=[CH:17][CH:16]=[CH:15][CH:14]=1.B(Br)(Br)Br>>[OH:2][C:3]1[CH:11]=[CH:10][CH:9]=[C:8]2[C:4]=1[C:5]([CH2:19][C:20]([NH2:22])=[O:21])=[CH:6][N:7]2[CH2:12][C:13]1[CH:18]=[CH:17][CH:16]=[CH:15][CH:14]=1. Reported procedure: 4-Methoxy-1-(phenylmethyl)-1H-indole-3-acetamide (236 mg, 0.8 mmol) and 3.2 mL of BBr3 were reacted as described in Example 56, Part C, go give after chromatography en silica gel (eluted with 50% ethyl acetate/hexane) 78 mg (35% yield) of 4-hydroxy-1-(phenylmethyl)-1H-indole-3-acetamide. The reactants are C(#C)[Mg]Br (ethynylmagnesium bromide), C(CC)(=O)C1=CC=CC=C1 (propiophenone), C(C)OCC (Diethyl ether), Cl (HCl). The solvent is C1CCOC1 (THF), C1CCOC1 (THF). Conditions: time 1 hour. Product: C1(=CC=CC=C1)C(C#C)(CC)O (3-phenylpent-1-yn-3-ol). The yield is 65.0%. Reaction SMILES: [C:1]([C:5]1[CH:10]=[CH:9][CH:8]=[CH:7][CH:6]=1)(=[O:4])[CH2:2][CH3:3].[C:11]([Mg]Br)#[CH:12].Cl.C(OCC)C>C1COCC1>[C:5]1([C:1]([OH:4])([CH2:11][CH3:12])[C:2]#[CH:3])[CH:10]=[CH:9][CH:8]=[CH:7][CH:6]=1. Procedure: A solution of propiophenone in THF (0.2 ml, 1.505 mmol) is slowly added dropwise at room temperature with stirring to a solution of ethynylmagnesium bromide (4 ml, 2.0 mmol, 0.5 M in THF) in THF (5 ml). The slightly yellow reaction solution was stirred at RT for 1 h. The reaction mixture is acidified using 1N HCl, during which a turbidity initially formed which disappeared with an increase in the pH into the acidic region. Diethyl ether was added to the solution, the aqueous phase was separated ...